This data is from the Open Reaction Database (ORD), a public repository of structured organic reaction records. The task is: describe an organic reaction: reactants, conditions, products, and yield Reactants: BrCCC1=C(N=C2N(C1=O)C=CC=C2C)C (3-(2-bromoethyl)-2,9-dimethyl-4H-pyrido[1,2-a]pyrimidin-4-one), Cl.FC1=CC2=C(C(=NO2)C2CCNCC2)C=C1 (6-fluoro-3-(4-piperidinyl)-1,2-benzisoxazole monohydrochloride), C([O-])([O-])=O.[Na+].[Na+] (sodium carbonate), [I-].[K+] (potassium iodide). Solvent: CC(CC(C)=O)C (4-methyl-2-pentanone), O (water). Product: FC1=CC2=C(C(=NO2)C2CCN(CC2)CCC2=C(N=C3N(C2=O)C=CC=C3C)C)C=C1 (3-[2-[4-(6-fluoro-1,2-benzisoxazol-3-yl)-1-piperidinyl]ethyl]-2,9-dimethyl-4H-pyrido[1,2-a]-pyrimidin-4-one). The yield is 47.6%. RXN SMILES: Br[CH2:2][CH2:3][C:4]1[C:9](=[O:10])[N:8]2[CH:11]=[CH:12][CH:13]=[C:14]([CH3:15])[C:7]2=[N:6][C:5]=1[CH3:16].Cl.[F:18][C:19]1[CH:33]=[CH:32][C:22]2[C:23]([CH:26]3[CH2:31][CH2:30][NH:29][CH2:28][CH2:27]3)=[N:24][O:25][C:21]=2[CH:20]=1.C(=O)([O-])[O-].[Na+].[Na+].[I-].[K+]>O.CC(C)CC(=O)C>[F:18][C:19]1[CH:33]=[CH:32][C:22]2[C:23]([CH:26]3[CH2:27][CH2:28][N:29]([CH2:2][CH2:3][C:4]4[C:9](=[O:10])[N:8]5[CH:11]=[CH:12][CH:13]=[C:14]([CH3:15])[C:7]5=[N:6][C:5]=4[CH3:16])[CH2:30][CH2:31]3)=[N:24][O:25][C:21]=2[CH:20]=1 |f:1.2,3.4.5,6.7|. Procedure: A mixture of 4.8 parts of 3-(2-bromoethyl)-2,9-dimethyl-4H-pyrido[1,2-a]pyrimidin-4-one, 3.9 parts of 6-fluoro-3-(4-piperidinyl)-1,2-benzisoxazole monohydrochloride, 10 parts of sodium carbonate, a few crystals of potassium iodide and 144 parts of 4-methyl-2-pentanone was stirred overnight at room temperature. After cooling, the reaction mixture was poured into water. The organic layer was separated, dried, filtered and evaporated. The residue was purified by column chromatography (silica gel; C...